Dataset: the Open Reaction Database (ORD), a public repository of structured organic reaction records. Task: describe an organic reaction: reactants, conditions, products, and yield As a reaction SMILES: [CH:1]1([N:7]2[C:11]3[CH:12]=[C:13]([O:16][CH2:17][CH3:18])[CH:14]=[CH:15][C:10]=3[N:9]([S:19]([C:22]3[CH:27]=[CH:26][C:25]([C:28](=[O:37])[NH:29][C:30]([CH3:36])([CH3:35])[CH2:31][N:32]([CH3:34])[CH3:33])=[CH:24][C:23]=3[O:38][CH3:39])(=[O:21])=[O:20])[C:8]2=[O:40])[CH2:6][CH2:5][CH2:4][CH2:3][CH2:2]1.[C:41]([OH:48])(=[O:47])/[CH:42]=[CH:43]/[C:44]([OH:46])=[O:45]>CC(C)=O>[C:41]([OH:48])(=[O:47])/[CH:42]=[CH:43]/[C:44]([OH:46])=[O:45].[CH:1]1([N:7]2[C:11]3[CH:12]=[C:13]([O:16][CH2:17][CH3:18])[CH:14]=[CH:15][C:10]=3[N:9]([S:19]([C:22]3[CH:27]=[CH:26][C:25]([C:28](=[O:37])[NH:29][C:30]([CH3:35])([CH3:36])[CH2:31][N:32]([CH3:34])[CH3:33])=[CH:24][C:23]=3[O:38][CH3:39])(=[O:20])=[O:21])[C:8]2=[O:40])[CH2:2][CH2:3][CH2:4][CH2:5][CH2:6]1 |f:3.4|. Starting materials: C1(CCCCC1)N1C(N(C2=C1C=C(C=C2)OCC)S(=O)(=O)C2=C(C=C(C=C2)C(NC(CN(C)C)(C)C)=O)OC)=O (3-Cyclohexyl-5-ethoxy-1,3-dihydro-1-[2-methoxy-4-[N-(2-dimethylamino-1,1-dimethylethyl)carbamoyl]benzenesulfonyl]-2H-benzimidazol-2-one), C(\C=C\C(=O)O)(=O)O (fumaric acid). The solvent is CC(=O)C (acetone). Isolated yield 43.8%. Product: C(\C=C\C(=O)O)(=O)O.C1(CCCCC1)N1C(N(C2=C1C=C(C=C2)OCC)S(=O)(=O)C2=C(C=C(C=C2)C(NC(CN(C)C)(C)C)=O)OC)=O (3-Cyclohexyl-5-ethoxy-1,3-dihydro-1-[2-methoxy-4-[N-(2-dimethylamino-1,1-dimethylethyl)carbamoyl]benzenesulfonyl]-2H-benzimidazol-2-one fumarate). Procedure details: A mixture of 0.48 g of the compound obtained in EXAMPLE 115, 0.05 g of fumaric acid and 15 ml of acetone is refluxed for 5 minutes. The reaction mixture is concentrated under vacuum to give 0.13 g of the expected product after crystallization from ether. M.p.=135° C. The reactants are COc1ccc2nc(Br)oc2c1, [K+], [K+], CC1(C)OB(c2ccc(N)nc2)OC1(C)C, O=C([O-])[O-], CN(C)C=O. Reaction SMILES: [Br:1][c:2]1[o:3][c:4]2[c:5]([n:6]1)[cH:7][cH:8][c:9]([O:11][CH3:12])[cH:10]2.[K+:29].[K+:30].[NH2:13][c:14]1[n:15][cH:16][c:17]([B:20]2[O:21][C:22]([CH3:23])([CH3:24])[C:25]([CH3:26])([CH3:27])[O:28]2)[cH:18][cH:19]1.[O-:31][C:32]([O-:33])=[O:34].[O:35]=[CH:36][N:37]([CH3:38])[CH3:39]>>[c:2]1(-[c:17]2[cH:16][n:15][c:14]([NH2:13])[cH:19][cH:18]2)[o:3][c:4]2[c:5]([n:6]1)[cH:7][cH:8][c:9]([O:11][CH3:12])[cH:10]2. Product: COc1ccc2nc(-c3ccc(N)nc3)oc2c1.